describe an organic reaction: reactants, conditions, products, and yield From a dataset of the Open Reaction Database (ORD), a public repository of structured organic reaction records. Reactants: C12C(CC(C(CC1)C2)=O)=O (bicyclo[3.2.1]octane-2,4-dione), C1(CCCCC1)P(C1=C(C=CC=C1)C1=C(C=C(C=C1C(C)C)C(C)C)C(C)C)C1CCCCC1 (2-dicyclohexylphosphino-2′,4′,6′-tri-iso-propyl-1,1′-biphenyl), P(=O)([O-])([O-])[O-].[K+].[K+].[K+] (potassium phosphate), BrC=1C=C(C=CC1CC)C1=CC=C(C=C1)Cl (3-bromo-4′-chloro-4-ethylbiphenyl). Reagents/catalysts: C(C)(=O)[O-].[Pd+2].C(C)(=O)[O-] (palladium (II) acetate). Run at temperature 160 celsius. The product is ClC1=CC=C(C=2C=CC(=C(C2)C2C(C3CCC(C2=O)C3)=O)CC)C=C1 (3-(4′-chloro-4-ethylbiphen-3-yl)bicyclo[3.2.1]octane-2,4-dione). Reaction SMILES: [CH:1]12[CH2:8][CH:5]([CH2:6][CH2:7]1)[C:4](=[O:9])[CH2:3][C:2]2=[O:10].C1(P(C2CCCCC2)C2C=CC=CC=2C2C(C(C)C)=CC(C(C)C)=CC=2C(C)C)CCCCC1.P([O-])([O-])([O-])=O.[K+].[K+].[K+].Br[C:54]1[CH:55]=[C:56]([C:62]2[CH:67]=[CH:66][C:65]([Cl:68])=[CH:64][CH:63]=2)[CH:57]=[CH:58][C:59]=1[CH2:60][CH3:61]>C([O-])(=O)C.[Pd+2].C([O-])(=O)C>[Cl:68][C:65]1[CH:66]=[CH:67][C:62]([C:56]2[CH:55]=[CH:54][C:59]([CH2:60][CH3:61])=[C:58]([CH:3]3[C:4](=[O:9])[CH:5]4[CH2:8][CH:1]([CH2:7][CH2:6]4)[C:2]3=[O:10])[CH:57]=2)=[CH:63][CH:64]=1 |f:2.3.4.5,7.8.9|. Procedure: To a microwave vial containing bicyclo[3.2.1]octane-2,4-dione (0.112 g, 0.812 mmol), palladium (II) acetate (7.6 mg, 0.034 mmol), 2-dicyclohexylphosphino-2′,4′,6′-tri-iso-propyl-1,1′-biphenyl (24.2 mg, 0.051 mmol), and finely ground potassium phosphate (0.316 g, 1.49 mmol) is added degassed dimethoxyethane (2 ml), then 3-bromo-4′-chloro-4-ethylbiphenyl (0.200 g, 0.667 mmol). This reaction mixture is then heated at 160° C. under microwave irradiation for 60 minutes, then cooled to room temperatur... The reactants are C1(=CC=CC=C1)/C(=C(\CC)/C1=CC=CC=C1)/C1=CC=C(C=C1)C=CC(=O)O (3-[4-(Z)-(1,2-diphenylbut-1-enyl)phenyl]-acrylic acid), CC=1C=CC(=CC1)S(=O)(=O)N (p-toluenesulfonamide). Yields the product C1(=CC=CC=C1)C(=C(CC)C1=CC=CC=C1)C1=CC=C(C=C1)C=CC(=O)NS(=O)(=O)C1=CC=C(C=C1)C (N-{3-[4-(1,2-diphenyl-but-1-enyl)-phenyl]-acryloyl}-4-methyl-benzenesulfonamide). As a reaction SMILES: [C:1]1(/[C:7](/[C:17]2[CH:22]=[CH:21][C:20]([CH:23]=[CH:24][C:25](O)=[O:26])=[CH:19][CH:18]=2)=[C:8](/[C:11]2[CH:16]=[CH:15][CH:14]=[CH:13][CH:12]=2)\[CH2:9][CH3:10])[CH:6]=[CH:5][CH:4]=[CH:3][CH:2]=1.[CH3:28][C:29]1[CH:30]=[CH:31][C:32]([S:35]([NH2:38])(=[O:37])=[O:36])=[CH:33][CH:34]=1>>[C:1]1([C:7]([C:17]2[CH:22]=[CH:21][C:20]([CH:23]=[CH:24][C:25]([NH:38][S:35]([C:32]3[CH:31]=[CH:30][C:29]([CH3:28])=[CH:34][CH:33]=3)(=[O:37])=[O:36])=[O:26])=[CH:19][CH:18]=2)=[C:8]([C:11]2[CH:16]=[CH:15][CH:14]=[CH:13][CH:12]=2)[CH2:9][CH3:10])[CH:2]=[CH:3][CH:4]=[CH:5][CH:6]=1. Procedure: Prepared by coupling 1a and p-toluenesulfonamide in accordance with Procedure 1, Method B described hereinabove. Yield (42%); 1H NMR (CD3 OD) δ 7.87 (d, J=8.2 Hz, 2H), 7.37–7.08 (m, 15H), 6.87 (d, J=8.2 Hz, 2H), 6.32 (d, J=15.7 Hz, 1H), 2.44 (q, J=7.4 Hz, 2H), 2.40 (s, 3H), 0.89 (t, J=7.3 Hz, 3H); APcI m/z: 508 (M+H+). Starting materials: C(C)(C)(C)OCC(CCO)C (4-tert. butoxy-3-methyl-1-butanol), C1(=CC=C(C=C1)S(=O)(=O)OCC[C@H](COC(C)(C)C)C)C ((R)-(+)-4-tert. butoxy-3-methyl-1-butanol p-toluenesulfonate). Yields the product C(C)(C)(C)OC[C@@H](CCO)C.CC=1C=CC(=CC1)S(=O)(=O)O ((R)-(+)-4-tert. Butoxy-3-methyl-1-butanol p-toluenesulfonate). Isolated yield 90.0%. As a reaction SMILES: [C:1]([O:5][CH2:6][CH:7]([CH3:11])[CH2:8][CH2:9][OH:10])([CH3:4])([CH3:3])[CH3:2].[C:12]1([CH3:32])[CH:17]=[CH:16][C:15]([S:18]([O:21]CC[C@@H](C)COC(C)(C)C)(=[O:20])=[O:19])=[CH:14][CH:13]=1>>[C:1]([O:5][CH2:6][C@H:7]([CH3:11])[CH2:8][CH2:9][OH:10])([CH3:3])([CH3:4])[CH3:2].[CH3:32][C:12]1[CH:17]=[CH:16][C:15]([S:18]([OH:21])(=[O:20])=[O:19])=[CH:14][CH:13]=1 |f:2.3|. Procedure: Using the procedure of Example 8, (R)-(+)-(4-tert. butoxy-3-methyl-1-butanol was converted into (R)-(+)-4-tert. butoxy-3-methyl-1-butanol p-toluenesulfonate which was isolated in 90% yield as a pale yellow oil. Reactants: C=O, O=CO, CC12CCC(O)C(F)(F)C1=CCC1C2CCC2(C)C(NC3CC3)CCC12, [Na+], [OH-]. Reaction SMILES: [CH2:1]=[O:2].[CH:31]([OH:32])=[O:33].[CH:3]1([NH:6][CH:7]2[C:8]3([CH3:9])[CH:10]([CH2:11][CH2:12]2)[CH:13]2[CH2:14][CH:15]=[C:16]4[C:17]([F:27])([F:28])[CH:18]([OH:26])[CH2:19][CH2:20][C:21]4([CH3:22])[CH:23]2[CH2:24][CH2:25]3)[CH2:4][CH2:5]1.[Na+:30].[OH-:29]>>[CH3:1][N:6]([CH:3]1[CH2:4][CH2:5]1)[CH:7]1[C:8]2([CH3:9])[CH:10]([CH2:11][CH2:12]1)[CH:13]1[CH2:14][CH:15]=[C:16]3[C:17]([F:27])([F:28])[CH:18]([OH:26])[CH2:19][CH2:20][C:21]3([CH3:22])[CH:23]1[CH2:24][CH2:25]2. Product: CN(C1CC1)C1CCC2C3CC=C4C(F)(F)C(O)CCC4(C)C3CCC21C. The reactants are [Cl-] (chloride), COC(=O)C=1C=CC(=NC1)C(=O)O (5-Methoxycarbonylpyridine-2-carboxylic acid), C(Cl)Cl (DCM), NC1=CC(=NN1C(=O)OC(C)(C)C)CCC1=CC(=CC=C1)OC (tert-butyl 5-amino-3-[2-(3-methoxyphenyl)ethyl]pyrazole-1-carboxylate). The reagents and catalysts are CN(C)C=O (DMF). The solvent is C(=O)O (formic acid), C(C)#N (acetonitrile), N1=CC=CC=C1 (pyridine). Reaction conditions: time 8 hour. Yields the product COC=1C=C(C=CC1)CCC=1C=C(NN1)NC(=O)C1=CC=C(C=N1)C(=O)OC (Methyl 6-[[5-[2-(3-methoxyphenyl)ethyl]-2H-pyrazol-3-yl]carbamoyl]pyridine-3-carboxylate), solid. The yield is 4.0%. RXN SMILES: [CH3:1][O:2][C:3]([C:5]1[CH:6]=[CH:7][C:8]([C:11]([OH:13])=O)=[N:9][CH:10]=1)=[O:4].C(Cl)Cl.[Cl-].[NH2:18][C:19]1[N:23](C(OC(C)(C)C)=O)[N:22]=[C:21]([CH2:31][CH2:32][C:33]2[CH:38]=[CH:37][CH:36]=[C:35]([O:39][CH3:40])[CH:34]=2)[CH:20]=1>CN(C=O)C.C(#N)C.C(O)=O.N1C=CC=CC=1>[CH3:40][O:39][C:35]1[CH:34]=[C:33]([CH2:32][CH2:31][C:21]2[CH:20]=[C:19]([NH:18][C:11]([C:8]3[N:9]=[CH:10][C:5]([C:3]([O:2][CH3:1])=[O:4])=[CH:6][CH:7]=3)=[O:13])[NH:23][N:22]=2)[CH:38]=[CH:37][CH:36]=1. Procedure details: 5-Methoxycarbonylpyridine-2-carboxylic acid (0.285 g, 1.58 mmol) was added to DCM (40 ml), to this was added oxayl chloride (0.165 ml, 1.90 mmol) and a few drops of anhydrous DMF. The reaction mixture was stirred for 30 mins before the addition of tert-butyl 5-amino-3-[2-(3-methoxyphenyl)ethyl]pyrazole-1-carboxylate (0.50 g, 1.58 mmol) and pyridine (2.0 ml). The reaction was stirred overnight. The reaction was evaporated to dryness to give yield to a gum. To this gum was added formic acid. The r... Reaction SMILES: [Al+3:15].[Cl-:14].[Cl-:16].[Cl-:17].[Cl:19][CH2:20][Cl:21].[Cl:1][c:2]1[c:3]([CH2:9][CH2:10][C:11](=[O:12])[Cl:13])[cH:4][cH:5][c:6]([F:8])[cH:7]1.[OH2:18]>>[Cl:1][c:2]1[c:3]2[c:4]([cH:5][c:6]([F:8])[cH:7]1)[C:11](=[O:12])[CH2:10][CH2:9]2. Starting materials: [Al+3], [Cl-], [Cl-], [Cl-], ClCCl, O=C(Cl)CCc1ccc(F)cc1Cl, O. Product: O=C1CCc2c(Cl)cc(F)cc21. Reactants: COC1=C(C=CC2=CC=CC=C12)C(=O)O (1-methoxy-2-naphthoic acid), S(=O)(Cl)Cl (thionyl chloride). Yields the product COC1=C(C=CC2=CC=CC=C12)C(=O)Cl (1-methoxy-2-naphthoyl chloride). Reaction SMILES: [CH3:1][O:2][C:3]1[C:12]2[C:7](=[CH:8][CH:9]=[CH:10][CH:11]=2)[CH:6]=[CH:5][C:4]=1[C:13]([OH:15])=O.S(Cl)([Cl:18])=O>>[CH3:1][O:2][C:3]1[C:12]2[C:7](=[CH:8][CH:9]=[CH:10][CH:11]=2)[CH:6]=[CH:5][C:4]=1[C:13]([Cl:18])=[O:15]. Procedure details: Using 1-methoxy-2-naphthoic acid (1 g) and thionyl chloride (3 ml), a reaction as that described in Example 24 is carried out to give 1-methoxy-2-naphthoyl chloride, which is allowed to react with 1-(3,4,5-trimethoxybenzyl)piperazine dihydrochloride (1.8 g). The product is purified by silica gel column chromatography (hexane:acetone=3:2-1:2) and then converted to the hydrochloride in a mixture of ethyl acetate and ethyl ether. Thus-obtained powder is recrystallized from ethyl acetate to afford 1... Reactants: COCC(C)(C1Cc2c(n(C(=O)OC(C)(C)C)c3ccc(Cl)cc23)C1)S(=O)(=O)c1ccccc1, ClCCl, O=C(O)C(F)(F)F. The product is COCC(C)(C1Cc2[nH]c3ccc(Cl)cc3c2C1)S(=O)(=O)c1ccccc1. Reaction SMILES: [C:1]([O:2][C:3](=[O:4])[n:8]1[c:9]2[c:10]([c:11]3[cH:12][c:13]([Cl:17])[cH:14][cH:15][c:16]13)[CH2:18][CH:19]([C:21]([CH2:22][O:23][CH3:24])([CH3:25])[S:26](=[O:27])(=[O:28])[c:29]1[cH:30][cH:31][cH:32][cH:33][cH:34]1)[CH2:20]2)([CH3:5])([CH3:6])[CH3:7].[Cl:42][CH2:43][Cl:44].[F:35][C:36]([F:37])([F:38])[C:39]([OH:40])=[O:41]>>[nH:8]1[c:9]2[c:10]([c:11]3[cH:12][c:13]([Cl:17])[cH:14][cH:15][c:16]13)[CH2:18][CH:19]([C:21]([CH2:22][O:23][CH3:24])([CH3:25])[S:26](=[O:27])(=[O:28])[c:29]1[cH:30][cH:31][cH:32][cH:33][cH:34]1)[CH2:20]2. The reactants are O=C([O-])[O-], CN(C)C=O, COc1cc2c(Oc3cc4ccccc4nc3C)ccnc2cc1OCCCl, [K+], [K+], CCOC(=O)C1CCCNC1, O. Yields the product CCOC(=O)C1CCCN(CCOc2cc3nccc(Oc4cc5ccccc5nc4C)c3cc2OC)C1. RXN SMILES: [C:34](=[O:35])([O-:36])[O-:37].[CH3:1][N:2]([CH3:3])[CH:4]=[O:5].[Cl:6][CH2:7][CH2:8][O:9][c:10]1[c:11]([O:32][CH3:33])[cH:12][c:13]2[c:14]([O:20][c:21]3[c:22]([CH3:31])[n:23][c:24]4[cH:25][cH:26][cH:27][cH:28][c:29]4[cH:30]3)[cH:15][cH:16][n:17][c:18]2[cH:19]1.[K+:38].[K+:39].[NH:40]1[CH2:41][CH:42]([C:46](=[O:47])[O:48][CH2:49][CH3:50])[CH2:43][CH2:44][CH2:45]1.[OH2:51]>>[CH2:7]([CH2:8][O:9][c:10]1[c:11]([O:32][CH3:33])[cH:12][c:13]2[c:14]([O:20][c:21]3[c:22]([CH3:31])[n:23][c:24]4[cH:25][cH:26][cH:27][cH:28][c:29]4[cH:30]3)[cH:15][cH:16][n:17][c:18]2[cH:19]1)[N:40]1[CH2:41][CH:42]([C:46](=[O:47])[O:48][CH2:49][CH3:50])[CH2:43][CH2:44][CH2:45]1. Starting materials: C[Si](C)(C)CCOCn1cc(C#N)nc1C(=O)[O-], CCOC(C)=O, CCCCCC, [K+], CC(=O)c1ccc(C2=CCC(C)(C)CC2)c(N)c1. The product is CC(=O)c1ccc(C2=CCC(C)(C)CC2)c(NC(=O)c2nc(C#N)cn2COCC[Si](C)(C)C)c1. RXN SMILES: [C:20](#[N:21])[c:22]1[n:23][c:24]([C:35](=[O:36])[O-:37])[n:25]([CH2:27][O:28][CH2:29][CH2:30][Si:31]([CH3:32])([CH3:33])[CH3:34])[cH:26]1.[CH3:38][CH2:39][O:40][C:41]([CH3:42])=[O:43].[CH3:44][CH2:45][CH2:46][CH2:47][CH2:48][CH3:49].[K+:19].[NH2:1][c:2]1[cH:3][c:4]([C:16]([CH3:17])=[O:18])[cH:5][cH:6][c:7]1[C:8]1=[CH:9][CH2:10][C:11]([CH3:14])([CH3:15])[CH2:12][CH2:13]1>>[NH:1]([c:2]1[cH:3][c:4]([C:16]([CH3:17])=[O:18])[cH:5][cH:6][c:7]1[C:8]1=[CH:9][CH2:10][C:11]([CH3:14])([CH3:15])[CH2:12][CH2:13]1)[C:35]([c:24]1[n:23][c:22]([C:20]#[N:21])[cH:26][n:25]1[CH2:27][O:28][CH2:29][CH2:30][Si:31]([CH3:32])([CH3:33])[CH3:34])=[O:36].